Dataset: the Open Reaction Database (ORD), a public repository of structured organic reaction records. Task: describe an organic reaction: reactants, conditions, products, and yield The reactants are O=C([O-])[O-], CC#N, CS(=O)(=O)c1cccc(C2CCNCC2)c1F, CCI, [K+], [K+]. Yields the product CCN1CCC(c2cccc(S(C)(=O)=O)c2F)CC1. As a reaction SMILES: [C:18](=[O:19])([O-:20])[O-:21].[CH3:27][C:28]#[N:29].[F:1][c:2]1[c:3]([CH:12]2[CH2:13][CH2:14][NH:15][CH2:16][CH2:17]2)[cH:4][cH:5][cH:6][c:7]1[S:8](=[O:9])(=[O:10])[CH3:11].[I:24][CH2:25][CH3:26].[K+:22].[K+:23]>>[F:1][c:2]1[c:3]([CH:12]2[CH2:13][CH2:14][N:15]([CH2:25][CH3:26])[CH2:16][CH2:17]2)[cH:4][cH:5][cH:6][c:7]1[S:8](=[O:9])(=[O:10])[CH3:11]. The reactants are 4-tertbutyl-N-6-(2-hydroxy-ethoxy)-5-(2-methoxy-phenoxy)-2-(pyrimidin-2-yl)-pyrimidin-4-yl-benzenesulphonamide, Cl.N1=C(N=CC=C1)C(=N)N (pyrimidin-2-carboxamidine hydrochloride), N12CCC(CC1)CC2 (1-azabicyclo[2,2,2]octane), COC1=C(OC(C(=O)OCC)C(=O)OCC)C=CC=C1 (diethyl (o-methoxy-phenoxy-malonate)), N.[NH4+].[Cl-] (NH3 NH4Cl), COC1=C(OC2C(NC(NC2=O)C2=NC=CC=N2)=O)C=CC=C1 (rac-5-(2-methoxy-phenoxy)-2-pyrimidin-2-yl-tetrahydro-pyrimidin-4,6-dione), C[O-].[Na+].CO (sodium methanolate methanol), C(#N)C1=NC=CC=N1 (2-cyano pyrimidine), C(#N)C1=NC=CC=N1 (2-cyanopyrimidine), C(C)(C)N(CC)C(C)C (N,N-diisopropyl-N-ethylamine), P(Cl)(Cl)(Cl)(Cl)Cl (phosphorus pentachloride), [C-]#N (cyanide), C[O-].[Na+] (sodium methanolate), pyrimidine-2-caroboxamidine hydrochloride, ClC1=NC=CC=N1 (2-chloropyrimidine), N12CCN(CC1)CC2 (1,4-diazabicyclo[2,2,2]octane). The product is ClC1=NC(=NC(=C1OC1=C(C=CC=C1)OC)Cl)C1=NC=CC=N1 (4,6-dichloro-5-(2-methoxy-phenoxy)-2,2′-bipyrimidine). RXN SMILES: [C:1]([C:3]1[N:8]=[CH:7][CH:6]=[CH:5][N:4]=1)#[N:2].ClC1N=[CH:14][CH:13]=[CH:12][N:11]=1.[C-]#N.N12CCC(CC1)CC2.N12CCN(CC1)CC2.N.[NH4+].[Cl-:36].C[O-].[Na+].CO.[ClH:42].N1C=CC=NC=1C(N)=N.C[O-].[Na+].[CH3:55][O:56][C:57]1[CH:74]=[CH:73][CH:72]=[CH:71][C:58]=1[O:59]C(C(OCC)=O)C(OCC)=O.COC1C=CC=CC=1OC1C(=O)NC(C2N=CC=CN=2)NC1=O.C(N(C(C)C)CC)(C)C.P(Cl)(Cl)(Cl)(Cl)Cl>>[Cl:36][C:5]1[C:6]([O:59][C:58]2[CH:71]=[CH:72][CH:73]=[CH:74][C:57]=2[O:56][CH3:55])=[C:7]([Cl:42])[N:8]=[C:3]([C:1]2[N:11]=[CH:12][CH:13]=[CH:14][N:2]=2)[N:4]=1 |f:5.6.7,8.9.10,11.12,13.14|. Procedure: Another particularly useful process is for manufacturing 4-tertbutyl-N-6-(2-hydroxy-ethoxy)-5-(2-methoxy-phenoxy)-2-(pyrimidin-2-yl)-pyrimidin-4-yl-benzenesulphonamide, This process comprises manufacturing 2-cyanopyrimidine by reacting 2-chloropyrimidine with an alkali cyanide in the presence of 1-azabicyclo[2,2,2]octane or 1,4-diazabicyclo[2,2,2]octane. The 2-cyano pyrimidine is then converted by means of NH3/NH4Cl in a sodium methanolate/methanol solution into pyrimidin-2-carboxamidine hydroch... The reactants are C(C)(=O)SCCC(=O)Cl (3-(Acetylthio)propionyl chloride), N1=C(C=CC=C1)C1=NNC(C1)C(=O)O ((±)-3-(2-Pyridyl)-4,5-dihydro-1H-pyrazole-5-carboxylic acid). The solvent is CCOCC (ether), C([O-])([O-])=O.[Na+].[Na+] (sodium carbonate), O (water), C([O-])(O)=O.[Na+] (sodium bicarbonate). Conditions: time 2 hour. Yields the product C(C)(=O)SCCC(=O)N1N=C(CC1C(=O)O)C1=NC=CC=C1 ((±)-1-[3-(Acetylthio)-1-oxopropyl]-3-(2-pyridyl)-4,5-dihydro-1H-pyrazole-5-carboxylic acid). Reaction SMILES: [N:1]1[CH:6]=[CH:5][CH:4]=[CH:3][C:2]=1[C:7]1[CH2:11][CH:10]([C:12]([OH:14])=[O:13])[NH:9][N:8]=1.[C:15]([S:18][CH2:19][CH2:20][C:21](Cl)=[O:22])(=[O:17])[CH3:16]>O.C(=O)(O)[O-].[Na+].CCOCC.C(=O)([O-])[O-].[Na+].[Na+]>[C:15]([S:18][CH2:19][CH2:20][C:21]([N:9]1[CH:10]([C:12]([OH:14])=[O:13])[CH2:11][C:7]([C:2]2[CH:3]=[CH:4][CH:5]=[CH:6][N:1]=2)=[N:8]1)=[O:22])(=[O:17])[CH3:16] |f:3.4,6.7.8|. Procedure details: (±)-3-(2-Pyridyl)-4,5-dihydro-1H-pyrazole-5-carboxylic acid (3.82 g) is dissolved in 100 ml of water containing 2.12 g of sodium bicarbonate at 10° C. 3-(Acetylthio)propionyl chloride (3.9 g) in 15 ml of ether and 20% sodium carbonate solution are added simultaneously; the pH is maintained between 7.5 and 8.5. The reaction mixture is then stirred at room temperature for 2 hours and extracted with ether (discarded). The aqueous layer is acidified with acetic acid and extracted with ethyl acetate ... The reactants are Cc1cccc(C=NNc2cc(CCCO)nc(N3CCOCC3)c2)c1, COc1cccc(N=C=O)c1, CN(C)c1ccccn1, CC#N. Yields the product COc1cccc(NC(=O)OCCCc2cc(NN=Cc3cccc(C)c3)cc(N3CCOCC3)n2)c1. As a reaction SMILES: [CH3:1][c:2]1[cH:3][c:4]([CH:5]=[N:6][NH:7][c:8]2[cH:9][c:10]([CH2:20][CH2:21][CH2:22][OH:23])[n:11][c:12]([N:14]3[CH2:15][CH2:16][O:17][CH2:18][CH2:19]3)[cH:13]2)[cH:24][cH:25][cH:26]1.[CH3:27][O:28][c:29]1[cH:30][c:31]([N:35]=[C:36]=[O:37])[cH:32][cH:33][cH:34]1.[CH3:38][N:39]([c:40]1[cH:41][cH:42][cH:43][cH:44][n:45]1)[CH3:46].[CH3:47][C:48]#[N:49]>>[CH3:1][c:2]1[cH:3][c:4]([CH:5]=[N:6][NH:7][c:8]2[cH:9][c:10]([CH2:20][CH2:21][CH2:22][O:23][C:36]([NH:35][c:31]3[cH:30][c:29]([O:28][CH3:27])[cH:34][cH:33][cH:32]3)=[O:37])[n:11][c:12]([N:14]3[CH2:15][CH2:16][O:17][CH2:18][CH2:19]3)[cH:13]2)[cH:24][cH:25][cH:26]1.